This data is from the Open Reaction Database (ORD), a public repository of structured organic reaction records. The task is: describe an organic reaction: reactants, conditions, products, and yield Starting materials: CCCCN(C(=O)NCC(=O)OCC)c1ccc(N2CCC(=O)CC2)cc1, CS(=O)(=O)Nc1cc(C(O)CN)ccc1O. The product is CCCCN(C(=O)NCC(=O)OCC)c1ccc(N2CCC(NCC(O)c3ccc(O)c(NS(C)(=O)=O)c3)CC2)cc1. Reaction SMILES: [CH2:1]([CH2:2][CH2:3][CH3:4])[N:5]([c:6]1[cH:7][cH:8][c:9]([N:12]2[CH2:13][CH2:14][C:15](=[O:18])[CH2:16][CH2:17]2)[cH:10][cH:11]1)[C:19](=[O:20])[NH:21][CH2:22][C:23](=[O:24])[O:25][CH2:26][CH3:27].[NH2:28][CH2:29][CH:30]([OH:31])[c:32]1[cH:33][cH:34][c:35]([OH:43])[c:36]([NH:38][S:39](=[O:40])(=[O:41])[CH3:42])[cH:37]1>>[CH2:1]([CH2:2][CH2:3][CH3:4])[N:5]([c:6]1[cH:7][cH:8][c:9]([N:12]2[CH2:13][CH2:14][CH:15]([NH:28][CH2:29][CH:30]([OH:31])[c:32]3[cH:33][cH:34][c:35]([OH:43])[c:36]([NH:38][S:39](=[O:40])(=[O:41])[CH3:42])[cH:37]3)[CH2:16][CH2:17]2)[cH:10][cH:11]1)[C:19](=[O:20])[NH:21][CH2:22][C:23](=[O:24])[O:25][CH2:26][CH3:27]. As a reaction SMILES: C(OO)(=[O:3])C.[CH2:6]([O:8][C:9]([C:11]1[CH:16]=[CH:15][C:14]([C:17]2[CH:22]=[CH:21][CH:20]=[CH:19][N:18]=2)=[CH:13][CH:12]=1)=[O:10])[CH3:7]>>[CH2:6]([O:8][C:9]([C:11]1[CH:16]=[CH:15][C:14]([C:17]2[CH:22]=[CH:21][CH:20]=[CH:19][N+:18]=2[O-:3])=[CH:13][CH:12]=1)=[O:10])[CH3:7]. Product: C(C)OC(=O)C1=CC=C(C=C1)C1=[N+](C=CC=C1)[O-] (2-(p-ethoxycarbonylphenyl)pyridine-N-oxide). Reported procedure: 8.9 ml of 40% peracetic acid is added dropwise to 14.08 g of 2-(p-ethoxycarbonylphenyl)pyridine so as to maintain the reaction temperature between 80° and 85°. After the addition is complete the reaction mixture is heated at 90° for 3 h, and allowed to cool to room temperature. The excess peracetic acid is destroyed with aqueous sodium sulfite solution. The solvent is evaporated and the residue taken up in methylene chloride and refiltered through Celite®. Evaporation yields 2-(p-ethoxycarbonylp... The reactants are C(C)(=O)OO (peracetic acid), C(C)OC(=O)C1=CC=C(C=C1)C1=NC=CC=C1 (2-(p-ethoxycarbonylphenyl)pyridine). The reactants are N(Cl)Cl (iminochloride), ClC1=CC2=C(SC3=C(C(N2)=O)C=CC=C3)C=C1 (8-chloro-10,11-dihydrodibenz[b,f]-1,4-thiazepine-11-one), N(Cl)Cl (iminochloride), ClC1=CC2=C(OC3=C(C(N2)=O)C=CC=C3)C=C1 (8-chloro-10,11-dihydrodibenz[b,f]-1,4-oxazepine-11-one), C(C)(C)(C)O[C@H]1C[C@H]2CNCCN2C1 ((6S,8S)-8-t-butoxy-1,4-diazabicyclo[4.3.0]nonane). The solvent is C(C)#N (acetonitrile), C(C)#N (acetonitrile). Product: ClC1=CC2=C(SC3=C(C(=N2)N2CCN4C[C@H](C[C@H]4C2)OC(C)(C)C)C=CC=C3)C=C1 (8-chloro-11-[(6S,8S)-8-t-butoxy-1,4-diazabicyclo[4.3.0]non-4-yl]-dibenz[b,f]-1,4-thiazepine). The yield is 37.2%. Reaction SMILES: N(Cl)Cl.[Cl:4][C:5]1[CH:20]=[CH:19][C:8]2[S:9][C:10]3[CH:18]=[CH:17][CH:16]=[CH:15][C:11]=3[C:12](=O)[NH:13][C:7]=2[CH:6]=1.ClC1C=CC2OC3C=CC=CC=3C(=O)NC=2C=1.[C:38]([O:42][C@@H:43]1[CH2:51][N:50]2[C@H:45]([CH2:46][NH:47][CH2:48][CH2:49]2)[CH2:44]1)([CH3:41])([CH3:40])[CH3:39]>C(#N)C>[Cl:4][C:5]1[CH:20]=[CH:19][C:8]2[S:9][C:10]3[CH:18]=[CH:17][CH:16]=[CH:15][C:11]=3[C:12]([N:47]3[CH2:46][C@H:45]4[N:50]([CH2:51][C@@H:43]([O:42][C:38]([CH3:41])([CH3:40])[CH3:39])[CH2:44]4)[CH2:49][CH2:48]3)=[N:13][C:7]=2[CH:6]=1. Procedure details: The iminochloride of 8-chloro-10,11-dihydrodibenz[b,f]-1,4-thiazepine-11-one (0.580 g, 2.07 mmol), prepared in a like manner to the iminochloride of 8-chloro-10,11-dihydrodibenz[b,f]-1,4-oxazepine-11-one described in example 2(a), was dissolved in anhydrous acetonitrile (20 mL) under argon and (6S,8S)-8-t-butoxy-1,4-diazabicyclo[4.3.0]nonane (0.970 g, 4.89 mmol) was added as a solution in anhydrous acetonitrile (5 mL) via syringe and the resulting solution was heated to reflux for 5 hours. After... Reactants: CC1(OCCO1)C=1N=C(SC1)CN1N=CC(=N1)N (2-[4-(2-methyl-[1,3]dioxolan-2-yl)-thiazol-2-ylmethyl]-2H-[1,2,3]triazol-4-ylamine), CC=1OC(=C(N1)C(=O)O)C=1C=C(C=CC1)C (2-methyl-5-m-tolyl-oxazole-4-carboxylic acid). Product: C(C)(=O)C=1N=C(SC1)CN1N=CC(=N1)NC(=O)C=1N=C(OC1C=1C=C(C=CC1)C)C (2-Methyl-5-m-tolyl-oxazole-4-carboxylic acid [2-(4-acetyl-thiazol-2-ylmethyl)-2H-[1,2,3]triazol-4-yl]-amide). RXN SMILES: [CH3:1][C:2]1([C:7]2[N:8]=[C:9]([CH2:12][N:13]3[N:17]=[C:16]([NH2:18])[CH:15]=[N:14]3)[S:10][CH:11]=2)[O:6]CCO1.[CH3:19][C:20]1[O:21][C:22]([C:28]2[CH:29]=[C:30]([CH3:34])[CH:31]=[CH:32][CH:33]=2)=[C:23]([C:25](O)=[O:26])[N:24]=1>>[C:2]([C:7]1[N:8]=[C:9]([CH2:12][N:13]2[N:17]=[C:16]([NH:18][C:25]([C:23]3[N:24]=[C:20]([CH3:19])[O:21][C:22]=3[C:28]3[CH:29]=[C:30]([CH3:34])[CH:31]=[CH:32][CH:33]=3)=[O:26])[CH:15]=[N:14]2)[S:10][CH:11]=1)(=[O:6])[CH3:1]. Procedure: Following general procedure A followed by B, starting from 2-[4-(2-methyl-[1,3]dioxolan-2-yl)-thiazol-2-ylmethyl]-2H-[1,2,3]triazol-4-ylamine and 2-methyl-5-m-tolyl-oxazole-4-carboxylic acid. Reaction conditions: temperature 0 celsius, time 1 hour. Solvent: C1CCOC1 (THF), C1CCOC1 (THF), CCCCCC (hexane). The reagents and catalysts are [Br-].C[P+](C1=CC=CC=C1)(C1=CC=CC=C1)C1=CC=CC=C1 (methyltriphenylphosphonium bromide). Procedure details: To a solution of 7.07 g (20 mmol) of methyltriphenylphosphonium bromide in 50 mL of dry THF at 0° C. were added t-BuLi of (14.7 ml, 1.5 M in hexane) and the solution turned brown. After 1 hour of stirring at 0° C., the crude 1-(4-Iodo-phenyl)-2-methyl-propan-1-one from the last step in 20 mL of THF were added dropwise and the solution was stirred for 14 hours at room temperature. After cooling to ca. 20° C., 52 mL of water were added and the solution was extracted with dichloromethane (3×50 mL).... RXN SMILES: [Li][C:2](C)(C)C.[I:6][C:7]1[CH:12]=[CH:11][C:10]([C:13](=O)[CH:14]([CH3:16])[CH3:15])=[CH:9][CH:8]=1.O>[Br-].C[P+](C1C=CC=CC=1)(C1C=CC=CC=1)C1C=CC=CC=1.C1COCC1.CCCCCC>[I:6][C:7]1[CH:12]=[CH:11][C:10]([C:13](=[CH2:2])[CH:14]([CH3:16])[CH3:15])=[CH:9][CH:8]=1 |f:3.4|. The reactants are IC1=CC=C(C=C1)C(C(C)C)=O (1-(4-Iodo-phenyl)-2-methyl-propan-1-one), [Li]C(C)(C)C (t-BuLi), O (water). The product is IC1=CC=C(C=C1)C(C(C)C)=C (1-iodo-4-(2-methyl-1-methylene-propyl)-benzene). Solvent: N1=CC=CC=C1 (pyridine). Procedure details: To (2,4-dimethylphenyl)(2-methylpropyl)amine (1.00 g, 5.64 mmol) in pyridine (20 mL) was added 4-[(phenylmethyl)oxy]benzenesulfonyl chloride (1.754 g, 6.20 mmol). The reaction mixture was stirred overnight at room temperature. The reaction mixture was concentrated in vacuo then redissolved in ethyl acetate and washed with a 10% solution of citric acid. At this stage a white precipitate formed and was isolated by filtration, LCMS analysis confirmed the precipitate was the desired product. The org... Reaction SMILES: [CH3:1][C:2]1[CH:7]=[C:6]([CH3:8])[CH:5]=[CH:4][C:3]=1[NH:9][CH2:10][CH:11]([CH3:13])[CH3:12].[C:14]1([CH2:20][O:21][C:22]2[CH:27]=[CH:26][C:25]([S:28](Cl)(=[O:30])=[O:29])=[CH:24][CH:23]=2)[CH:19]=[CH:18][CH:17]=[CH:16][CH:15]=1>N1C=CC=CC=1>[CH3:1][C:2]1[CH:7]=[C:6]([CH3:8])[CH:5]=[CH:4][C:3]=1[N:9]([CH2:10][CH:11]([CH3:13])[CH3:12])[S:28]([C:25]1[CH:24]=[CH:23][C:22]([O:21][CH2:20][C:14]2[CH:15]=[CH:16][CH:17]=[CH:18][CH:19]=2)=[CH:27][CH:26]=1)(=[O:30])=[O:29]. Product: CC1=C(C=CC(=C1)C)N(S(=O)(=O)C1=CC=C(C=C1)OCC1=CC=CC=C1)CC(C)C (N-(2,4-dimethylphenyl)-N-(2-methylpropyl)-4-[(phenylmethyl)oxy]benzenesulfonamide). Conditions: time 8 hour. Reactants: CC1=C(C=CC(=C1)C)NCC(C)C ((2,4-dimethylphenyl)(2-methylpropyl)amine), C1(=CC=CC=C1)COC1=CC=C(C=C1)S(=O)(=O)Cl (4-[(phenylmethyl)oxy]benzenesulfonyl chloride).